From a dataset of the Open Reaction Database (ORD), a public repository of structured organic reaction records. describe an organic reaction: reactants, conditions, products, and yield Procedure details: Indoline (25 ml), 1-acetyl-4-piperidone (25 g) and glacial acetic acid (20 ml) were dissolved in methanol (300 ml). After adding 10% palladium carbon (1.0 g) thereto, catalytic reduction was carried out under atmospheric pressure. After the completion of the reaction, the reaction solution was filtered through celite, washed with methanol and concentrated under reduced pressure. The residue was partitioned between water and ethyl acetate and basified with a 5 N aqueous solution of sodium hydroxi... Isolated yield 82.2%. Product: C(C)(=O)N1CCC(CC1)N1CCC2=CC=CC=C12 (1-(1-Acetylpiperidin-4-yl)indoline). Reaction SMILES: [NH:1]1[C:9]2[C:4](=[CH:5][CH:6]=[CH:7][CH:8]=2)[CH2:3][CH2:2]1.[C:10]([N:13]1[CH2:18][CH2:17][C:16](=O)[CH2:15][CH2:14]1)(=[O:12])[CH3:11].C(O)(=O)C>CO.[C].[Pd]>[C:10]([N:13]1[CH2:18][CH2:17][CH:16]([N:1]2[C:9]3[C:4](=[CH:5][CH:6]=[CH:7][CH:8]=3)[CH2:3][CH2:2]2)[CH2:15][CH2:14]1)(=[O:12])[CH3:11] |f:4.5|. Reactants: N1CCC2=CC=CC=C12 (Indoline), C(C)(=O)N1CCC(CC1)=O (1-acetyl-4-piperidone), C(C)(=O)O (acetic acid). Reagents/catalysts: [C].[Pd] (palladium carbon). Solvent: CO (methanol). The reactants are BrCC=1C(=NOC1C(=O)OCC)OC (Ethyl 4-(bromomethyl)-3-methoxyisoxazole-5-carboxylate), ice water, C(C)(=O)NC(C(=O)OCC)C(=O)OCC (diethyl acetamidomalonate), CC(C)([O-])C.[K+] (potassium tert-butoxide). The solvent is CN1C(CCC1)=O (N-methylpyrrolidone), CN1C(CCC1)=O (N-methylpyrrolidone). Reaction conditions: time 30 minute. Product: C(C)(=O)NC(C(=O)OCC)(CC=1C(=NOC1C(=O)OCC)OC)C(=O)OCC (Ethyl 2-Acetamido-2-(ethoxycarbonyl)-3-[5-(ethoxycarbonyl)-3-methoxyisoxazol-4-yl]proionate). Isolated yield 66.1%. RXN SMILES: [C:1]([NH:4][CH:5]([C:11]([O:13][CH2:14][CH3:15])=[O:12])[C:6]([O:8][CH2:9][CH3:10])=[O:7])(=[O:3])[CH3:2].CC(C)([O-])C.[K+].Br[CH2:23][C:24]1[C:25]([O:34][CH3:35])=[N:26][O:27][C:28]=1[C:29]([O:31][CH2:32][CH3:33])=[O:30]>CN1CCCC1=O>[C:1]([NH:4][C:5]([C:11]([O:13][CH2:14][CH3:15])=[O:12])([CH2:23][C:24]1[C:25]([O:34][CH3:35])=[N:26][O:27][C:28]=1[C:29]([O:31][CH2:32][CH3:33])=[O:30])[C:6]([O:8][CH2:9][CH3:10])=[O:7])(=[O:3])[CH3:2] |f:1.2|. Reported procedure: A mixture of diethyl acetamidomalonate (1.6 g, 7.4 mmol) and potassium tert-butoxide (0.9 g, 8.0 mmol) in N-methylpyrrolidone (30 mL) was stirred at room temperature for 30 min. Ethyl 4-(bromomethyl)-3-methoxyisoxazole-5-carboxylate (1.8 g, 6.8 mmol) in N-methylpyrrolidone (10 mL) was added (temp 22-28° C.) and the resulting mixture was stirred at room temperature for 1.5 h. The reaction mixture was poured onto an ice/water mixture (100 mL) and the aqueous phase was extracted with EtOAc (3×150 m... Reactants: Cl.FC1(CNCC1)F (3,3-difluoropyrrolidine hydrochloride), C(=O)C1CCN(CC1)C(=O)OC(C)(C)C (tert-butyl 4-formylpiperidine-1-carboxylate), CCN(C(C)C)C(C)C (DIPEA), 4A, [BH-](OC(=O)C)(OC(=O)C)OC(=O)C.[Na+] (NaBH(OAc)3). Solvent: ClCCCl (DCE). Run at time 3 hour. Product: FC1(CN(CC1)CC1CCN(CC1)C(=O)OC(C)(C)C)F (tert-butyl 4((3,3-difluoropyrrolidin-1-yl)methyl)piperidine-1-carboxylate). As a reaction SMILES: Cl.[F:2][C:3]1([F:8])[CH2:7][CH2:6][NH:5][CH2:4]1.[CH:9]([CH:11]1[CH2:16][CH2:15][N:14]([C:17]([O:19][C:20]([CH3:23])([CH3:22])[CH3:21])=[O:18])[CH2:13][CH2:12]1)=O.CCN(C(C)C)C(C)C.[BH-](OC(C)=O)(OC(C)=O)OC(C)=O.[Na+]>ClCCCl>[F:2][C:3]1([F:8])[CH2:7][CH2:6][N:5]([CH2:9][CH:11]2[CH2:16][CH2:15][N:14]([C:17]([O:19][C:20]([CH3:21])([CH3:23])[CH3:22])=[O:18])[CH2:13][CH2:12]2)[CH2:4]1 |f:0.1,4.5|. Reported procedure: A mixture of 3,3-difluoropyrrolidine hydrochloride (965 mg, 6.722 mmol), tert-butyl 4-formylpiperidine-1-carboxylate (1.720 g, 8.066 mmol), DIPEA (955.6 mg, 1.288 mL, 7.394 mmol) and crushed 4A MS (965 mg) in DCE (30 mL) were stirred at ambient temperature for 3 hours. NaBH(OAc)3 (2.848 g, 13.44 mmol) was added and the reaction stirred at ambient temperature for a further 16 hours. The mixture was filter through Celite (washing with DCM) and the filtrate concentrated in vacuo. The residue was pu...